From a dataset of the Open Reaction Database (ORD), a public repository of structured organic reaction records. describe an organic reaction: reactants, conditions, products, and yield Reactants: Cl.Cl.N1CCC(CC1)NC1=C(C=CC=C1)Cl (piperidin-4-yl-(2-chloro-phenyl)-amine dihydrochloride), C1(=CC=CC=C1)NC=1C=CC(=NC1)C(=O)NCC(=O)O ([(5-phenylamino-pyridine-2-carbonyl)-amino]-acetic acid), CCN(C(C)C)C(C)C (DIPEA), C=1C=CC2=C(C1)N=NN2O (HOBt), CCN=C=NCCCN(C)C.Cl (EDCI.HCl). The solvent is CN(C)C=O (DMF), O (water). Conditions: time 8 hour. The product is ClC1=C(C=CC=C1)NC1CCN(CC1)C(CNC(=O)C1=NC=C(C=C1)NC1=CC=CC=C1)=O (5-phenylamino-pyridine-2-carboxylic acid {2-[4-(2-chloro-phenylamino)-piperidin-1-yl]-2-oxo-ethyl}-amide). The yield is 63.0%. Reaction SMILES: [C:1]1([NH:7][C:8]2[CH:9]=[CH:10][C:11]([C:14]([NH:16][CH2:17][C:18]([OH:20])=O)=[O:15])=[N:12][CH:13]=2)[CH:6]=[CH:5][CH:4]=[CH:3][CH:2]=1.CCN(C(C)C)C(C)C.C1C=CC2N(O)N=NC=2C=1.CCN=C=NCCCN(C)C.Cl.Cl.Cl.[NH:54]1[CH2:59][CH2:58][CH:57]([NH:60][C:61]2[CH:66]=[CH:65][CH:64]=[CH:63][C:62]=2[Cl:67])[CH2:56][CH2:55]1>CN(C=O)C.O>[Cl:67][C:62]1[CH:63]=[CH:64][CH:65]=[CH:66][C:61]=1[NH:60][CH:57]1[CH2:58][CH2:59][N:54]([C:18](=[O:20])[CH2:17][NH:16][C:14]([C:11]2[CH:10]=[CH:9][C:8]([NH:7][C:1]3[CH:2]=[CH:3][CH:4]=[CH:5][CH:6]=3)=[CH:13][N:12]=2)=[O:15])[CH2:55][CH2:56]1 |f:3.4,5.6.7|. Procedure: To a stirred solution of [(5-phenylamino-pyridine-2-carbonyl)-amino]-acetic acid (0.035 g, 0.00013 mol) in DMF (1 mL) was added DIPEA (0.05 g, 0.00039 mol), HOBt (0.0209 g, 0.00015 mol) and EDCI.HCl (0.0296 g, 0.00015 mol) at ambient temperature. After 2 minutes piperidin-4-yl-(2-chloro-phenyl)-amine dihydrochloride (0.0382 g, 0.00015 mol) was added and the resulting mixture was stirred overnight. The reaction mixture was then diluted with cold water and the resulting precipitate was isolated by... Reactants: BrCc1ccccc1, O=C([O-])[O-], O=C(O)c1cccc(I)c1, [K+], [K+], CN(C)C=O, O. Yields the product O=C(OCc1ccccc1)c1cccc(I)c1. As a reaction SMILES: [Br:17][CH2:18][c:19]1[cH:20][cH:21][cH:22][cH:23][cH:24]1.[C:11](=[O:12])([O-:13])[O-:14].[I:1][c:2]1[cH:3][c:4]([C:5](=[O:6])[OH:7])[cH:8][cH:9][cH:10]1.[K+:15].[K+:16].[O:26]=[CH:27][N:28]([CH3:29])[CH3:30].[OH2:25]>>[I:1][c:2]1[cH:3][c:4]([C:5](=[O:6])[O:7][CH2:18][c:19]2[cH:20][cH:21][cH:22][cH:23][cH:24]2)[cH:8][cH:9][cH:10]1. Reactants: [BH4-].[Na+] (Sodium borohydride), BrCC(=O)C1=CN=CS1 (5-(2-Bromoacetyl)thiazole), O (water). The solvent is CO (methanol). Run at time 0.75 hour. The product is ethyl acetate-hexanes, BrCC(O)C1=CN=CS1 (α-Bromomethyl-5-thiazolemethanol). Isolated yield 62.5%. RXN SMILES: [BH4-].[Na+].[Br:3][CH2:4][C:5]([C:7]1[S:11][CH:10]=[N:9][CH:8]=1)=[O:6].O>CO>[Br:3][CH2:4][CH:5]([C:7]1[S:11][CH:10]=[N:9][CH:8]=1)[OH:6] |f:0.1|. Reported procedure: Sodium borohydride (38 mg, 1.0 mmol) was added in one portion to a solution of 207 mg (1.0 mmol) of the product from Example 3 in 2 mL of methanol at 0° C. After stirring for 0.75 h, water was added and the mixture extracted three times with diethyl ether. The combined organic phase was washed with brine, dried(MgSO4) and the solvent removed in vacuo. Flash chromatography (silica gel, 30-40% ethyl acetate-hexanes) afforded 130 mg (62%) of the title compound as a colorless oil: 1H NMR (400 MHz, C... Starting materials: CN(C)S(=O)(=O)c1ccc2c(c1)CCN2, N#Cc1cc(Cl)cc(Oc2cc(Cl)cc(OCC(=O)Cl)c2)c1, c1ccccc1. The product is CN(C)S(=O)(=O)c1ccc2c(c1)CCN2C(=O)COc1cc(Cl)cc(Oc2cc(Cl)cc(C#N)c2)c1. Reaction SMILES: [CH3:23][N:24]([S:25](=[O:26])(=[O:27])[c:28]1[cH:29][c:30]2[c:34]([cH:35][cH:36]1)[NH:33][CH2:32][CH2:31]2)[CH3:37].[Cl:1][c:2]1[cH:3][c:4]([O:5][CH2:6][C:7](=[O:8])[Cl:9])[cH:10][c:11]([O:13][c:14]2[cH:15][c:16]([Cl:22])[cH:17][c:18]([C:20]#[N:21])[cH:19]2)[cH:12]1.[cH:38]1[cH:39][cH:40][cH:41][cH:42][cH:43]1>>[Cl:1][c:2]1[cH:3][c:4]([O:5][CH2:6][C:7](=[O:8])[N:33]2[CH2:32][CH2:31][c:30]3[cH:29][c:28]([S:25]([N:24]([CH3:23])[CH3:37])(=[O:26])=[O:27])[cH:36][cH:35][c:34]32)[cH:10][c:11]([O:13][c:14]2[cH:15][c:16]([Cl:22])[cH:17][c:18]([C:20]#[N:21])[cH:19]2)[cH:12]1. Starting materials: Cl (HCl), Cl.CC1=CC=C(C=C1)C(=O)C1CCN(CC1)CCC1=CC=CC=C1 ((4-methylphenyl)[1-(2-phenylethyl)-4-piperidinyl]-methanone hydrochloride), O([Na])C (NaOCH3), [BH4-].[Na+] (sodium borohydride). Solvent: CO.CCOC(=O)C (CH3OH EtOAc), C(C)O (ethanol). Product: Cl.CC1=CC=C(C=C1)C(O)C1CCN(CC1)CCC1=CC=CC=C1 (alpha-(4-methylphenyl)- 1-(2-phenylethyl)-4-piperidinemethanol hydrochloride). As a reaction SMILES: [ClH:1].[CH3:2][C:3]1[CH:8]=[CH:7][C:6]([C:9]([CH:11]2[CH2:16][CH2:15][N:14]([CH2:17][CH2:18][C:19]3[CH:24]=[CH:23][CH:22]=[CH:21][CH:20]=3)[CH2:13][CH2:12]2)=[O:10])=[CH:5][CH:4]=1.O(C)[Na].[BH4-].[Na+].Cl>C(O)C.CO.CCOC(C)=O>[ClH:1].[CH3:2][C:3]1[CH:4]=[CH:5][C:6]([CH:9]([CH:11]2[CH2:12][CH2:13][N:14]([CH2:17][CH2:18][C:19]3[CH:24]=[CH:23][CH:22]=[CH:21][CH:20]=3)[CH2:15][CH2:16]2)[OH:10])=[CH:7][CH:8]=1 |f:0.1,3.4,7.8,9.10|. Reported procedure: A solution of (4-methylphenyl)[1-(2-phenylethyl)-4-piperidinyl]-methanone hydrochloride (9.5 g, 0.028 mol) in absolute ethanol (350 ml) was treated first by the addition of NaOCH3 (1.62 g, 0.03 mol) and then, portionwise, with sodium borohydride (2.27 g, 0.06 mol) and stirred at room temperature for 18 h. The reaction mixture was concentrated to a solid and stirred with 10% aqueous NaOH. The mixture was extracted with CH2Cl2 (3×50 ml). The CH2Cl2 solution was washed with water and then saturated...